Dataset: the Open Reaction Database (ORD), a public repository of structured organic reaction records. Task: describe an organic reaction: reactants, conditions, products, and yield Starting materials: Cc1ccc(Br)cc1, CN(C)C=O, N#C[Cu]C#N. Yields the product Cc1ccc(C#N)cc1. As a reaction SMILES: [Br:1][c:2]1[cH:3][cH:4][c:5]([CH3:8])[cH:6][cH:7]1.[CH3:14][N:15]([CH3:16])[CH:17]=[O:18].[Cu:9]([C:10]#[N:11])[C:12]#[N:13]>>[c:2]1([C:12]#[N:13])[cH:3][cH:4][c:5]([CH3:8])[cH:6][cH:7]1. Reactants: C(C)OC(N([C@@H]1C[C@@H](NC2=CC(=C(C=C12)OC)OC)C)CC1=CC=CC=C1)=O (cis-benzyl-(6,7-dimethoxy-2-methyl-1,2,3,4-tetrahydro-quinolin-4-yl)-carbamic acid ethyl ester), C(=O)(Cl)Cl (phosgene), solution. Solvent: C1(=CC=CC=C1)C (toluene), C1(=CC=CC=C1)C (toluene). The product is C(C)OC(N([C@@H]1C[C@@H](N(C2=CC(=C(C=C12)OC)OC)C(=O)Cl)C)CC1=CC=CC=C1)=O (cis-Benzyl-(1-chlorocarbonyl-6,7-dimethoxy-2-methyl-1,2,3,4-tetrahydro-quinolin-4-yl)-carbamic acid ethyl ester). The yield is 92.0%. As a reaction SMILES: [CH2:1]([O:3][C:4](=[O:28])[N:5]([CH2:21][C:22]1[CH:27]=[CH:26][CH:25]=[CH:24][CH:23]=1)[C@H:6]1[C:15]2[C:10](=[CH:11][C:12]([O:18][CH3:19])=[C:13]([O:16][CH3:17])[CH:14]=2)[NH:9][C@@H:8]([CH3:20])[CH2:7]1)[CH3:2].[C:29](Cl)([Cl:31])=[O:30]>C1(C)C=CC=CC=1>[CH2:1]([O:3][C:4](=[O:28])[N:5]([CH2:21][C:22]1[CH:23]=[CH:24][CH:25]=[CH:26][CH:27]=1)[C@H:6]1[C:15]2[C:10](=[CH:11][C:12]([O:18][CH3:19])=[C:13]([O:16][CH3:17])[CH:14]=2)[N:9]([C:29]([Cl:31])=[O:30])[C@@H:8]([CH3:20])[CH2:7]1)[CH3:2]. Procedure details: To a solution of cis-benzyl-(6,7-dimethoxy-2-methyl-1,2,3,4-tetrahydro-quinolin-4-yl)-carbamic acid ethyl ester (Example 66) (103 mg, 0.268 mmol) in toluene (2.5 mL) was added phosgene (1.0 mL of a 1.93M solution in toluene) and the reaction mixure was heated at reflux for 2 h. The reaction mixture was then concentrated in vacuo to give the desired carbamoyl chloride (110 mg, 92%). The reactants are C1(=CC=CC=C1)C#CC=1C=CC(=NC1)CO ((5-phenylethynyl-pyridin-2-yl)-methanol), CC1(CCC(NC1)=O)C (5,5-dimethyl-piperidin-2-one). Yields the product CC1(CCC(N(C1)CC1=NC=C(C=C1)C#CC1=CC=CC=C1)=O)C (5,5-Dimethyl-1-(5-phenylethynyl-pyridin-2-ylmethyl)-piperidin-2-one). As a reaction SMILES: [C:1]1([C:7]#[C:8][C:9]2[CH:10]=[CH:11][C:12]([CH2:15]O)=[N:13][CH:14]=2)[CH:6]=[CH:5][CH:4]=[CH:3][CH:2]=1.[CH3:17][C:18]1([CH3:25])[CH2:23][NH:22][C:21](=[O:24])[CH2:20][CH2:19]1>>[CH3:17][C:18]1([CH3:25])[CH2:23][N:22]([CH2:15][C:12]2[CH:11]=[CH:10][C:9]([C:8]#[C:7][C:1]3[CH:2]=[CH:3][CH:4]=[CH:5][CH:6]=3)=[CH:14][N:13]=2)[C:21](=[O:24])[CH2:20][CH2:19]1. Reported procedure: The title compound, yellow oil, MS: m/e=319.2 (M+H+), can be prepared in accordance with the general method of example 31, step 2 from (5-phenylethynyl-pyridin-2-yl)-methanol (example 31, step 1) and 5,5-dimethyl-piperidin-2-one. The reactants are CSc1ccc(N2CCc3c(F)ncnc32)c(F)c1, [H-], [Na+], CC(C)OC(=O)N1CCC(O)CC1. Yields the product CSc1ccc(N2CCc3c(OC4CCN(C(=O)OC(C)C)CC4)ncnc32)c(F)c1. As a reaction SMILES: [F:16][c:17]1[c:18]2[c:19]([n:20][cH:21][n:22]1)[N:23]([c:26]1[c:27]([F:34])[cH:28][c:29]([S:32][CH3:33])[cH:30][cH:31]1)[CH2:24][CH2:25]2.[H-:15].[Na+:14].[OH:1][CH:2]1[CH2:3][CH2:4][N:5]([C:8](=[O:9])[O:10][CH:11]([CH3:12])[CH3:13])[CH2:6][CH2:7]1>>[O:1]([CH:2]1[CH2:3][CH2:4][N:5]([C:8](=[O:9])[O:10][CH:11]([CH3:12])[CH3:13])[CH2:6][CH2:7]1)[c:17]1[c:18]2[c:19]([n:20][cH:21][n:22]1)[N:23]([c:26]1[c:27]([F:34])[cH:28][c:29]([S:32][CH3:33])[cH:30][cH:31]1)[CH2:24][CH2:25]2. Starting materials: [Mg] (magnesium), C(C)(C)I (isopropyl iodide), N1=C2C(=CC=C1)CC1=C(O2)C=CC(=C1)C=O (5H-[1]benzopyrano[2,3-b]pyridine-7-carbaldehyde), Grignard reagent, [Cl-].[NH4+] (ammonium chloride). The solvent is CCOCC (ether). The product is Grignard reagent, N1=C2C(=CC=C1)CC1=C(O2)C=CC(=C1)C(C(C)C)O (1-(5H-[1]benzopyrano [2,3-b]pyridin-7-yl)-2-methyl-1-propanol). As a reaction SMILES: [Mg].[CH:2](I)([CH3:4])[CH3:3].[N:6]1[CH:11]=[CH:10][CH:9]=[C:8]2[CH2:12][C:13]3[CH:19]=[C:18]([CH:20]=[O:21])[CH:17]=[CH:16][C:14]=3[O:15][C:7]=12.[Cl-].[NH4+]>CCOCC>[N:6]1[CH:11]=[CH:10][CH:9]=[C:8]2[CH2:12][C:13]3[CH:19]=[C:18]([CH:20]([OH:21])[CH:2]([CH3:4])[CH3:3])[CH:17]=[CH:16][C:14]=3[O:15][C:7]=12 |f:3.4|. Procedure: A Grignard reagent is prepared from 2.14 g of magnesium and 13.1 g of isopropyl iodide in 50 ml of ether in a conventional manner. 12.5 g of 5H-[1]benzopyrano[2,3-b]pyridine-7-carbaldehyde is added to the Grignard reagent, and the mixture is stirred under reflux for 2 hours. After cooling, a saturated ammonium chloride solution is added to the reaction mixture, and the ether layer is separated. The ether is distilled off to give crude 1-(5H-[1]benzopyrano [2,3-b]pyridin-7-yl)-2-methyl-1-propanol... Starting materials: Fc1ccc(-c2nc(S)[nH]c2-c2cccnc2)cc1, [Na+], [Na+], O=C([O-])[O-], O, O=[N+]([O-])O. RXN SMILES: [F:1][c:2]1[cH:3][cH:4][c:5](-[c:8]2[n:9][c:10]([SH:19])[nH:11][c:12]2-[c:13]2[cH:14][n:15][cH:16][cH:17][cH:18]2)[cH:6][cH:7]1.[Na+:24].[Na+:25].[O-:26][C:27](=[O:28])[O-:29].[OH2:30].[OH:20][N+:21](=[O:22])[O-:23]>>[F:1][c:2]1[cH:3][cH:4][c:5](-[c:8]2[n:9][cH:10][nH:11][c:12]2-[c:13]2[cH:14][n:15][cH:16][cH:17][cH:18]2)[cH:6][cH:7]1. Product: Fc1ccc(-c2nc[nH]c2-c2cccnc2)cc1.